From a dataset of the Open Reaction Database (ORD), a public repository of structured organic reaction records. describe an organic reaction: reactants, conditions, products, and yield Starting materials: C(#N)C=1C=CC2=C(C(=CC(O2)(C)C)C2=[N+](C3=CC=CC=C3C=C2)[O-])C1 (2-(6-cyano-2,2-dimethyl-2H-1-benzopyran-4-yl)quinoline 1-oxide), CC1(OC2=C(C(C1)C1=NC=CC=C1)C=C(C=C2)C(=O)O)C (3,4-dihydro-2,2-dimethyl-4-(2-pyridyl)-2H-1-benzopyran-6-carboxylic acid), CC(C#C)(OC1=CC=C(C#N)C=C1)C (4-(1,1-dimethyl-2-propynyloxy)benzonitrile). The reagents and catalysts are [Pd](Cl)Cl (palladium(II) chloride), [Cu]I (copper(I) iodide), C1(=CC=CC=C1)P(C1=CC=CC=C1)C1=CC=CC=C1 (triphenylphosphine). The solvent is C(C)NCC (diethylamine). Run at time 18 hour. Product: CC(C#CC1=NC2=CC=CC=C2C=C1)(OC1=CC=C(C#N)C=C1)C (4-[1,1-dimethyl-3-(2-quinolyl)-2-propynyloxy]benzonitrile). Reaction SMILES: [C:1]([C:3]1[CH:4]=[CH:5][C:6]2[O:11][C:10]([CH3:13])([CH3:12])[CH:9]=[C:8]([C:14]3[CH:23]=[CH:22][C:21]4[C:16](=[CH:17][CH:18]=[CH:19][CH:20]=4)[N+:15]=3[O-])[C:7]=2[CH:25]=1)#[N:2].CC1(C)CC(C2C=CC=CN=2)C2C=C(C(O)=O)C=CC=2O1.CC(C)(OC1C=CC(C#N)=CC=1)C#C>C(NCC)C.[Pd](Cl)Cl.[Cu]I.C1(P(C2C=CC=CC=2)C2C=CC=CC=2)C=CC=CC=1>[CH3:12][C:10]([CH3:13])([O:11][C:6]1[CH:5]=[CH:4][C:3]([C:1]#[N:2])=[CH:25][CH:7]=1)[C:9]#[C:8][C:14]1[CH:23]=[CH:22][C:21]2[C:16](=[CH:17][CH:18]=[CH:19][CH:20]=2)[N:15]=1. Procedure details: The 2,2-dimethyl-4-(2-quinolyl)-2H-1-benzopyran-6-carbonitrile used as the starting material was prepared as follows: (A) 5.1 g of 2-iodoquinoline were added at room temperature to a solution of 18 mg of palladium(II) chloride, 52 mg of triphenylphosphine and 38 mg of copper(I) iodide in 100 ml of diethylamine. 3.7 g of 4-(1,1-dimethyl-2-propynyloxy)benzonitrile were added. After stirring at room temperature for 18 hours the mixture was evaporated and the residue was dissolved in ethyl acetate a... Starting materials: FC1=CC=C(C=C1)C=1C(=NN(C1)C)C(=O)O (4-(4-fluoro-phenyl)-1-methyl-1H-pyrazole-3-carboxylic acid), N1C(CCCC1)CC1=CC2=NC=CC=C2O1 ((RS)-2-Piperidin-2-ylmethyl-furo[3,2-b]pyridine), solid. The product is FC1=CC=C(C=C1)C=1C(=NN(C1)C)C(=O)N1C(CCCC1)CC1=CC2=NC=CC=C2O1 ((RS)-1-[4-(4-Fluoro-phenyl)-1-methyl-1H-pyrazole-3-yl)-(2-furo[3,2-b]pyridin-2-ylmethyl-piperidin-1-yl)methanone). As a reaction SMILES: [F:1][C:2]1[CH:7]=[CH:6][C:5]([C:8]2[C:9]([C:14]([OH:16])=O)=[N:10][N:11]([CH3:13])[CH:12]=2)=[CH:4][CH:3]=1.[NH:17]1[CH2:22][CH2:21][CH2:20][CH2:19][CH:18]1[CH2:23][C:24]1[O:32][C:31]2[C:26](=[N:27][CH:28]=[CH:29][CH:30]=2)[CH:25]=1>>[F:1][C:2]1[CH:3]=[CH:4][C:5]([C:8]2[C:9]([C:14]([N:17]3[CH2:22][CH2:21][CH2:20][CH2:19][CH:18]3[CH2:23][C:24]3[O:32][C:31]4[C:26](=[N:27][CH:28]=[CH:29][CH:30]=4)[CH:25]=3)=[O:16])=[N:10][N:11]([CH3:13])[CH:12]=2)=[CH:6][CH:7]=1. Reported procedure: The title compound was prepared using the method of Example 4, from 4-(4-fluoro-phenyl)-1-methyl-1H-pyrazole-3-carboxylic acid (110 mg, 0.5 mmol) and (RS)-2-Piperidin-2-ylmethyl-furo[3,2-b]pyridine, D47 (108 mg, 0.5 mmol), as a colourless solid (130 mg, 62%). Starting materials: c1ccc(COCc2ccccc2)cc1, CCOC(C)=O, [H][H], NS(=O)(=O)c1cccc([N+](=O)[O-])c1. Yields the product c1ccc(COCc2ccccc2)cc1, Nc1cccc(S(N)(=O)=O)c1. Reaction SMILES: [CH2:1]([c:2]1[cH:3][cH:4][cH:5][cH:6][cH:7]1)[O:8][CH2:9][c:10]1[cH:11][cH:12][cH:13][cH:14][cH:15]1.[CH3:31][CH2:32][O:33][C:34](=[O:35])[CH3:36].[H:29][H:30].[N+:16]([O-:17])(=[O:18])[c:19]1[cH:20][c:21]([S:25](=[O:26])(=[O:27])[NH2:28])[cH:22][cH:23][cH:24]1>>[CH2:1]([c:2]1[cH:3][cH:4][cH:5][cH:6][cH:7]1)[O:8][CH2:9][c:10]1[cH:11][cH:12][cH:13][cH:14][cH:15]1.[NH2:16][c:19]1[cH:20][c:21]([S:25](=[O:26])(=[O:27])[NH2:28])[cH:22][cH:23][cH:24]1. The reactants are O1[C@@H]2[C@H]1CC1=CC=CC=C21 (cis-(±)-1,2-epoxyindan), C(C)#N (acetonitrile), S(O)(O)(=O)=O (sulfuric acid). Run at time 30 minute. Yields the product N[C@H]1[C@H](CC2=CC=CC=C12)O (cis-(±)-1-aminoindan-2-ol). The yield is 45.7%. Reaction SMILES: [O:1]1[C@@H:3]2[CH2:4][C:5]3[C:10]([C@H:2]12)=[CH:9][CH:8]=[CH:7][CH:6]=3.S(=O)(=O)(O)O.C(#[N:18])C>>[NH2:18][C@@H:2]1[C:10]2[C:5](=[CH:6][CH:7]=[CH:8][CH:9]=2)[CH2:4][C@@H:3]1[OH:1]. Procedure details: Into a 200 ml four-neck flask, 9.24 g (70 mmol) of cis-(±)-1,2-epoxyindan (IV) and 35 ml of acetonitrile were introduced. While the mixture was stirred in cool, 10.62 g of 97% sulfuric acid was dropwise added thereto at 20°-25° C. in a period of 30 minutes. The reaction mixture was further stirred at room temperature for 1 hour. Then, acetonitrile was distilled off under reduced pressure. The remaining mixture was further stirred at 60° C. for 1 hour and then cooled to room temperature. Impuriti... The reactants are [H][H] (hydrogen), OC1=CC=CC2=C(C=CC=C12)O (1,5-dihydroxynaphthalene), solution, [OH-].[Na+] (sodium hydroxide). The reagents and catalysts are [Pd] (palladium on carbon). The solvent is C(C)(C)O (isopropanol). The product is OC1=C2CCCC(C2=CC=C1)=O (5-hydroxy-3,4-dihydro-2H-naphthalen-1-one). Yield: 59.3%. RXN SMILES: [OH:1][C:2]1[C:11]2[C:6](=[C:7]([OH:12])[CH:8]=[CH:9][CH:10]=2)[CH:5]=[CH:4][CH:3]=1.[OH-].[Na+].[H][H]>C(O)(C)C.[Pd]>[OH:1][C:2]1[CH:3]=[CH:4][CH:5]=[C:6]2[C:11]=1[CH2:10][CH2:9][CH2:8][C:7]2=[O:12] |f:1.2|. Procedure details: To a mixture of 1,5-dihydroxynaphthalene (25.0 g, 156 mmol) in isopropanol (150 mL) and an aqueous (40 mL) solution of sodium hydroxide (6.3 g, 157 mmol) was added 10% palladium on carbon (3.9 g) at room temperature. The reaction mixture was put under 100 psi hydrogen in a Parr autoclave (from Parr Instrument Company) at 80° C. for 20 hours. After being cooled to room temperature, the reaction mixture was filtered through a pad of Celite® (a diatomite filter from World Minerals Inc.), and then w... The reactants are N(=O)[O-].[Na+] (Sodium nitrite), NC1=CC=C(C(=N1)C)Br (6-amino-3-bromo-2-methylpyridine), Cl (HCl), ice. Run at time 1 hour. Product: BrC=1C(=NC(=CC1)Cl)C (3-bromo-6-chloro-2-methylpyridine). RXN SMILES: N([O-])=O.[Na+].N[C:6]1[N:11]=[C:10]([CH3:12])[C:9]([Br:13])=[CH:8][CH:7]=1.[ClH:14]>>[Br:13][C:9]1[C:10]([CH3:12])=[N:11][C:6]([Cl:14])=[CH:7][CH:8]=1 |f:0.1|. Reported procedure: Sodium nitrite (4.5 g, 66 mmol) was added slowly to a solution of 6-amino-3-bromo-2-methylpyridine (3.07 g, 16.4 mmol) in concentrated HCl (40 mL) at −20° C. After 1 h, the reaction was allowed to warm to room temperature and stirred overnight. The reaction was carefully neutralized with ice-cold 5N NaOH until pH=11. The aqueous layer was extracted with Et2O (3×75 mL). The combined organic layers were washed with brine (1×75 mL), dried (Na2SO4) and concentrated in vacuo to afford 3-bromo-6-chlor... The reactants are CC=CC(=O)Cl (3-Methylacryloyl chloride), N1CCCC1 (pyrrolidine). The product is O=C(C=CC)N1CCCC1 (1-(1-oxo-2-butenyl)pyrrolidine). RXN SMILES: [CH3:1][CH:2]=[CH:3][C:4](Cl)=[O:5].[NH:7]1[CH2:11][CH2:10][CH2:9][CH2:8]1>>[O:5]=[C:4]([N:7]1[CH2:11][CH2:10][CH2:9][CH2:8]1)[CH:3]=[CH:2][CH3:1]. Reported procedure: 3-Methylacryloyl chloride was reacted with pyrrolidine by the method of Example 14 to give the title amide. The reactants are Cc1oc(-c2ccccc2)nc1CN, ClCCl, O=C1NC(=O)C(Cc2ccc(S(=O)(=O)Cl)cc2)S1. Product: Cc1oc(-c2ccccc2)nc1CNS(=O)(=O)c1ccc(CC2SC(=O)NC2=O)cc1. RXN SMILES: [CH3:19][c:20]1[c:21]([CH2:31][NH2:32])[n:22][c:23](-[c:25]2[cH:26][cH:27][cH:28][cH:29][cH:30]2)[o:24]1.[Cl:33][CH2:34][Cl:35].[S:1]1[C:2](=[O:18])[NH:3][C:4](=[O:17])[CH:5]1[CH2:6][c:7]1[cH:8][cH:9][c:10]([S:13](=[O:14])(=[O:15])[Cl:16])[cH:11][cH:12]1>>[S:1]1[C:2](=[O:18])[NH:3][C:4](=[O:17])[CH:5]1[CH2:6][c:7]1[cH:8][cH:9][c:10]([S:13](=[O:14])(=[O:15])[NH:32][CH2:31][c:21]2[c:20]([CH3:19])[o:24][c:23](-[c:25]3[cH:26][cH:27][cH:28][cH:29][cH:30]3)[n:22]2)[cH:11][cH:12]1. Starting materials: CCCCCCCCCCCC(=O)NC(C)C(=O)O, O=C([O-])O, CCCCCCCCCCC(CO)CCCCCCCC, [Na+], Cc1ccc(S(=O)(=O)O)cc1. Product: CCCCCCCCCCCC(=O)NC(C)C(=O)OCC(CCCCCCCC)CCCCCCCCCC. Reaction SMILES: [C:1]([CH2:2][CH2:3][CH2:4][CH2:5][CH2:6][CH2:7][CH2:8][CH2:9][CH2:10][CH2:11][CH3:12])(=[O:13])[NH:14][CH:15]([CH3:16])[C:17](=[O:18])[OH:19].[C:52](=[O:53])([O-:54])[OH:55].[CH2:20]([CH2:21][CH2:22][CH2:23][CH2:24][CH2:25][CH2:26][CH3:27])[CH:28]([CH2:29][OH:30])[CH2:31][CH2:32][CH2:33][CH2:34][CH2:35][CH2:36][CH2:37][CH2:38][CH2:39][CH3:40].[Na+:56].[c:41]1([CH3:42])[cH:43][cH:44][c:45]([S:46]([OH:47])(=[O:48])=[O:49])[cH:50][cH:51]1>>[C:1]([CH2:2][CH2:3][CH2:4][CH2:5][CH2:6][CH2:7][CH2:8][CH2:9][CH2:10][CH2:11][CH3:12])(=[O:13])[NH:14][CH:15]([CH3:16])[C:17]([O:18][CH2:29][CH:28]([CH2:20][CH2:21][CH2:22][CH2:23][CH2:24][CH2:25][CH2:26][CH3:27])[CH2:31][CH2:32][CH2:33][CH2:34][CH2:35][CH2:36][CH2:37][CH2:38][CH2:39][CH3:40])=[O:19].